Task: describe an organic reaction: reactants, conditions, products, and yield. Dataset: the Open Reaction Database (ORD), a public repository of structured organic reaction records Reactants: CC1=C(C#N)C(c2ccc(C#N)cc2S(C)(=O)=O)NC(=O)N1c1cccc(C(F)(F)F)c1, CC(C)S(=O)(=O)Cl, [H-], [Na+]. The product is CC1=C(C#N)C(c2ccc(C#N)cc2S(C)(=O)=O)N(S(=O)(=O)C(C)C)C(=O)N1c1cccc(C(F)(F)F)c1. RXN SMILES: [C:1](#[N:2])[c:3]1[cH:4][c:5]([S:29](=[O:30])(=[O:31])[CH3:32])[c:6]([CH:9]2[NH:10][C:11](=[O:28])[N:12]([c:18]3[cH:19][c:20]([C:24]([F:25])([F:26])[F:27])[cH:21][cH:22][cH:23]3)[C:13]([CH3:17])=[C:14]2[C:15]#[N:16])[cH:7][cH:8]1.[CH3:35][CH:36]([CH3:37])[S:38](=[O:39])(=[O:40])[Cl:41].[H-:33].[Na+:34]>>[C:1](#[N:2])[c:3]1[cH:4][c:5]([S:29](=[O:30])(=[O:31])[CH3:32])[c:6]([CH:9]2[N:10]([S:38]([CH:36]([CH3:35])[CH3:37])(=[O:39])=[O:40])[C:11](=[O:28])[N:12]([c:18]3[cH:19][c:20]([C:24]([F:25])([F:26])[F:27])[cH:21][cH:22][cH:23]3)[C:13]([CH3:17])=[C:14]2[C:15]#[N:16])[cH:7][cH:8]1.